The task is: describe an organic reaction: reactants, conditions, products, and yield. This data is from the Open Reaction Database (ORD), a public repository of structured organic reaction records. Starting materials: O=S1(N(N=C(C2=C1C=CC=C2)C2=C(N(C1=CC=CC=C21)CC(=O)O)C)CCC2=CC=CC=C2)=O ([3-(1,1-Dioxo-2-phenethyl-1,2-dihydro-1λ6-benzo[e][1,2,3]thiadiazin-4-yl)-2-methyl-indol-1-yl]-acetic acid), BrCCC(C)C (1-bromo-3-methyl-butane). Product: CC=1N(C2=CC=CC=C2C1C1=NN(S(C2=C1C=CC=C2)(=O)=O)CCC(C)C)CC(=O)O ({2-Methyl-3-[2-(3-methyl-butyl)-1,1-dioxo-1,2-dihydro-1λ6-benzo[e][1,2,3]thiadiazin-4-yl]-indol-1-yl}-acetic acid). RXN SMILES: [O:1]=[S:2]1(=[O:34])[C:7]2[CH:8]=[CH:9][CH:10]=[CH:11][C:6]=2[C:5]([C:12]2[C:20]3[C:15](=[CH:16][CH:17]=[CH:18][CH:19]=3)[N:14]([CH2:21][C:22]([OH:24])=[O:23])[C:13]=2[CH3:25])=[N:4][N:3]1[CH2:26][CH2:27][C:28]1[CH:33]=CC=C[CH:29]=1.BrCCC(C)C>>[CH3:25][C:13]1[N:14]([CH2:21][C:22]([OH:24])=[O:23])[C:15]2[C:20]([C:12]=1[C:5]1[C:6]3[CH:11]=[CH:10][CH:9]=[CH:8][C:7]=3[S:2](=[O:1])(=[O:34])[N:3]([CH2:26][CH2:27][CH:28]([CH3:33])[CH3:29])[N:4]=1)=[CH:19][CH:18]=[CH:17][CH:16]=2. Reported procedure: The title compound was prepared from the product of example 19, step a) and 1-bromo-3-methyl-butane using the procedure described in example 17, step d). 1H NMR (DMSO-d6) δ 8.09 (d, J=7.2 Hz, 1H), 7.90 (t, J=7.5 Hz, 1H), 7.81 (t, J=7.8 Hz, 1H), 7.44 (d, J=7.8 Hz, 1H), 7.38 (d, J=8.1 Hz, 1H), 7.19 (d, J=7.8 Hz, 1H), 7.09 (t, J=7.8 Hz, 1H), 4.52 (s, 2H), 3.89 (t, J=6.9 Hz, 2H), 1.90 (s, 3H), 1.74 (q, J=6.9 Hz, 2H), 1.64 (sept., J=6.7 Hz, 1H), 0.92 (d, J=6.3 Hz, 6H); MS: ESI (negative): 438 (M−H).